From a dataset of the Open Reaction Database (ORD), a public repository of structured organic reaction records. describe an organic reaction: reactants, conditions, products, and yield Starting materials: NC(=O)CBr, C1CCOC1, Oc1ccc2c(c1)CCN(c1ccc(F)cc1)C2Cc1ccc(OCCC2CCCCN2)cc1, [H-], [Na+], CN(C)C=O. Product: NC(=O)COc1ccc2c(c1)CCN(c1ccc(F)cc1)C2Cc1ccc(OCCC2CCCCN2)cc1. Reaction SMILES: [Br:37][CH2:38][C:39](=[O:40])[NH2:41].[CH2:42]1[O:43][CH2:44][CH2:45][CH2:46]1.[F:1][c:2]1[cH:3][cH:4][c:5]([N:8]2[CH:9]([CH2:19][c:20]3[cH:21][cH:22][c:23]([O:26][CH2:27][CH2:28][CH:29]4[NH:30][CH2:31][CH2:32][CH2:33][CH2:34]4)[cH:24][cH:25]3)[c:10]3[cH:11][cH:12][c:13]([OH:18])[cH:14][c:15]3[CH2:16][CH2:17]2)[cH:6][cH:7]1.[H-:35].[Na+:36].[O:47]=[CH:48][N:49]([CH3:50])[CH3:51]>>[F:1][c:2]1[cH:3][cH:4][c:5]([N:8]2[CH:9]([CH2:19][c:20]3[cH:21][cH:22][c:23]([O:26][CH2:27][CH2:28][CH:29]4[NH:30][CH2:31][CH2:32][CH2:33][CH2:34]4)[cH:24][cH:25]3)[c:10]3[cH:11][cH:12][c:13]([O:18][CH2:38][C:39](=[O:40])[NH2:41])[cH:14][c:15]3[CH2:16][CH2:17]2)[cH:6][cH:7]1.